From a dataset of the Open Reaction Database (ORD), a public repository of structured organic reaction records. describe an organic reaction: reactants, conditions, products, and yield Starting materials: O.NN (Hydrazine hydrate), C(C)(C)(C)NC(C(C(C)=O)=NNC1=CC=CC=C1)=O (N-tert-butyl-3-oxo-2-(phenylhydrazono)butyramide), C(C)(C)(C)NC(C(C(C)=O)=NNC1=CC=CC=C1)=O (N-tert-butyl-3-oxo-2-(phenylhydrazono)butyramide), NC1=CC=CC=C1 (aniline), C(C)(C)(C)NC(CC(=O)C)=O (N-tert-butyl acetoacetamide). The solvent is C(C)O (ethanol). Product: C(C)(C)(C)NC1=NN=C(C1=NNC1=CC=CC=C1)C (tert-butyl-[5-methyl-4-(phenylhydrazono)-4H-pyrazol-3-yl]amine). Isolated yield 36.9%. Reaction SMILES: [C:1]([NH:5][C:6](=O)[C:7](=[N:11][NH:12][C:13]1[CH:18]=[CH:17][CH:16]=[CH:15][CH:14]=1)[C:8](=O)[CH3:9])([CH3:4])([CH3:3])[CH3:2].NC1C=CC=CC=1.C(NC(=O)CC(C)=O)(C)(C)C.O.[NH2:39][NH2:40]>C(O)C>[C:1]([NH:5][C:6]1[C:7](=[N:11][NH:12][C:13]2[CH:18]=[CH:17][CH:16]=[CH:15][CH:14]=2)[C:8]([CH3:9])=[N:40][N:39]=1)([CH3:4])([CH3:3])[CH3:2] |f:3.4|. Reported procedure: The title compound was prepared using 100 mg (0.4 mmol) of N-tert-butyl-3-oxo-2-(phenylhydrazono)butyramide which was synthesized using aniline (1.7 mmol) and N-tert-butyl acetoacetamide (393 mg, 2.5 mmol). Hydrazine hydrate (2.3 mmol) was added to a solution of N-tert-butyl-3-oxo-2-(phenylhydrazono)butyramide in ethanol. Very little solid had formed after heating the reaction at 75° C. for 1 hour, however, analysis of the reaction solution by TLC indicated that no starting material remained. Th... Starting materials: ClC1=CC(=C(OC=2C=C(C(=O)Cl)C=CC2)C=C1)[N+](=O)[O-] (3-(4-Chloro-2-nitro-phenoxy)-benzoyl chloride), CNC (dimethylamine), O (water). Run in C1CCOC1 (THF). Run at time 16 hour. Yields the product ClC1=CC(=C(OC=2C=C(C(=O)N(C)C)C=CC2)C=C1)[N+](=O)[O-] (3-(4-Chloro-2-nitro-phenoxy)-N,N-dimethyl-benzamide). Yield: 92.6%. As a reaction SMILES: [Cl:1][C:2]1[CH:17]=[CH:16][C:5]([O:6][C:7]2[CH:8]=[C:9]([CH:13]=[CH:14][CH:15]=2)[C:10](Cl)=[O:11])=[C:4]([N+:18]([O-:20])=[O:19])[CH:3]=1.[CH3:21][NH:22][CH3:23].O>C1COCC1>[Cl:1][C:2]1[CH:17]=[CH:16][C:5]([O:6][C:7]2[CH:8]=[C:9]([CH:13]=[CH:14][CH:15]=2)[C:10]([N:22]([CH3:23])[CH3:21])=[O:11])=[C:4]([N+:18]([O-:20])=[O:19])[CH:3]=1. Procedure details: To the product from Example 168b (2.0 g, 6.4 mmol) in THF (25 mL) was added dimethylamine (0.6 g, 13.3 mmol) and the reaction stirred for 16 h. The reaction was poured into water and extracted with ethyl acetate. The organic layer washed with 5% HCL, water, brine, and dried over sodium sulfate, filtered and concentrated under vacuum giving the title compound (1.9 g, 87%).